Dataset: the Open Reaction Database (ORD), a public repository of structured organic reaction records. Task: describe an organic reaction: reactants, conditions, products, and yield The reactants are FC=1C=CC(=C(C(=O)NCC2CCN(CC2)C(C2=CC=CC=C2)C2=CC=CC=C2)C1)[N+](=O)[O-] (5-fluoro-2-nitro-N-[(1-diphenylmethylpiperidin-4-yl)-methyl]benzamide), CO (MeOH), CNC (dimethylamine). Solvent: C1CCOC1 (THF). The product is CN(C=1C=CC(=C(C(=O)NCC2CCN(CC2)C(C2=CC=CC=C2)C2=CC=CC=C2)C1)[N+](=O)[O-])C (5-dimethylamino-2-nitro-N-[(1-diphenylmethylpiperidin-4-yl)methyl]benzamide). Reaction SMILES: F[C:2]1[CH:3]=[CH:4][C:5]([N+:31]([O-:33])=[O:32])=[C:6]([CH:30]=1)[C:7]([NH:9][CH2:10][CH:11]1[CH2:16][CH2:15][N:14]([CH:17]([C:24]2[CH:29]=[CH:28][CH:27]=[CH:26][CH:25]=2)[C:18]2[CH:23]=[CH:22][CH:21]=[CH:20][CH:19]=2)[CH2:13][CH2:12]1)=[O:8].CO.[CH3:36][NH:37][CH3:38]>C1COCC1>[CH3:36][N:37]([CH3:38])[C:2]1[CH:3]=[CH:4][C:5]([N+:31]([O-:33])=[O:32])=[C:6]([CH:30]=1)[C:7]([NH:9][CH2:10][CH:11]1[CH2:16][CH2:15][N:14]([CH:17]([C:24]2[CH:29]=[CH:28][CH:27]=[CH:26][CH:25]=2)[C:18]2[CH:23]=[CH:22][CH:21]=[CH:20][CH:19]=2)[CH2:13][CH2:12]1)=[O:8]. Procedure: Step 4): A mixture of 5-fluoro-2-nitro-N-[(1-diphenylmethylpiperidin-4-yl)-methyl]benzamide (13.4 g, 30 mmol) and 2.0M MeOH solution of dimethylamine (45 ml, 90 mmol) in THF (100 ml) was refluxed for 22 hours. The resulting solution was evaporated to give 5-dimethylamino-2-nitro-N-[(1-diphenylmethylpiperidin-4-yl)methyl]benzamide as yellow powders, 14.1 g (99.6%). Reactants: CO, COC(=O)c1ccc([N+](=O)[O-])c(OC)c1, C1CCOC1. Product: COC(=O)c1ccc(N)c(OC)c1. RXN SMILES: [CH3:16][OH:17].[CH3:1][O:2][c:3]1[cH:4][c:5]([C:6](=[O:7])[O:8][CH3:9])[cH:10][cH:11][c:12]1[N+:13]([O-:14])=[O:15].[O:18]1[CH2:19][CH2:20][CH2:21][CH2:22]1>>[CH3:1][O:2][c:3]1[cH:4][c:5]([C:6](=[O:7])[O:8][CH3:9])[cH:10][cH:11][c:12]1[NH2:13]. Starting materials: OC1CC2=C(OC1)C=CC(=C2O)C(C)=O (3,5-Dihydroxy-6-acetyl-2,3-dihydro-4H-benzo[b]pyran), CS(=O)(=O)Cl (Methanesulfonylchloride). Run in N1=CC=CC=C1 (pyridine). Run at time 16 hour. Yields the product C(C)(=O)C1=C(C2=C(OCC(C2)S(=O)(=O)C)C=C1)O (6-Acetyl-5-hydroxy-3-methanesulfonyl-2,3-dihydro[4H]-benzo[b]pyran). RXN SMILES: O[CH:2]1[CH2:7][O:6][C:5]2[CH:8]=[CH:9][C:10]([C:13](=[O:15])[CH3:14])=[C:11]([OH:12])[C:4]=2[CH2:3]1.[CH3:16][S:17](Cl)(=[O:19])=[O:18]>N1C=CC=CC=1>[C:13]([C:10]1[CH:9]=[CH:8][C:5]2[O:6][CH2:7][CH:2]([S:17]([CH3:16])(=[O:19])=[O:18])[CH2:3][C:4]=2[C:11]=1[OH:12])(=[O:15])[CH3:14]. Reported procedure: The compound of Example 8 (250 mg) was dissolved in dry pyridine (5 ml) and cooled to 0°. Methanesulfonylchloride (100 μl) was added to the stirred solution, which warmed to room temperature and stirred for 16 hours. The pyridine was removed in vacuo and the residue was partitioned between ethyl acetate and water. The organic phase was washed with dilute acid, water, dried and evaporated to afford the title compound, m.p. 158°-162°.